Dataset: the Open Reaction Database (ORD), a public repository of structured organic reaction records. Task: describe an organic reaction: reactants, conditions, products, and yield The reactants are CC(=O)OC1CC(C)c2c(Cl)ncnc21, [Li+], [OH-], O, O. Product: CC1CC(O)c2ncnc(Cl)c21. RXN SMILES: [C:1](=[O:2])([CH3:3])[O:4][CH:5]1[CH2:6][CH:7]([CH3:15])[c:8]2[c:9]1[n:10][cH:11][n:12][c:13]2[Cl:14].[Li+:18].[OH-:17].[OH2:16].[OH2:19]>>[OH:4][CH:5]1[CH2:6][CH:7]([CH3:15])[c:8]2[c:9]1[n:10][cH:11][n:12][c:13]2[Cl:14]. The reactants are BrC(COC1=CC(=C(C=C)C=C1C12CC3CC(CC(C1)C3)C2)OCCCCCC)(CCCC)Br (2',2'-dibromo-2,4-dihexyloxy-5-(1-adamantyl)styrene), C1CCOC1 (THF), C(CCC)[Li] (n-butyllithium). Solvent: O (water). Yields the product C(CCCCC)OC1=C(C=C(C(=C1)OCCCCCC)C12CC3CC(CC(C1)C3)C2)C#C (2,4-dihexyloxy-5-(1-adamantyl)phenylacetylene). As a reaction SMILES: Br[C:2](Br)([CH2:30][CH2:31][CH2:32][CH3:33])[CH2:3][O:4][C:5]1[C:12]([C:13]23[CH2:22][CH:17]4[CH2:18][CH:19]([CH2:21][CH:15]([CH2:16]4)[CH2:14]2)[CH2:20]3)=[CH:11][C:8]([CH:9]=[CH2:10])=[C:7]([O:23][CH2:24][CH2:25][CH2:26][CH2:27][CH2:28][CH3:29])[CH:6]=1.C1COCC1.C([Li])CCC>O>[CH2:24]([O:23][C:7]1[CH:6]=[C:5]([O:4][CH2:3][CH2:2][CH2:30][CH2:31][CH2:32][CH3:33])[C:12]([C:13]23[CH2:14][CH:15]4[CH2:21][CH:19]([CH2:18][CH:17]([CH2:16]4)[CH2:22]2)[CH2:20]3)=[CH:11][C:8]=1[C:9]#[CH:10])[CH2:25][CH2:26][CH2:27][CH2:28][CH3:29]. Procedure: 3 g (5 mmol) of 2',2'-dibromo-2,4-dihexyloxy-5-(1-adamantyl)styrene and 50 ml of THF were introduced into a three-necked flask under a stream of nitrogen. 4 ml (10 mmol) of an n-butyllithium solution (2.5M in hexane) were added dropwise at -78° C. and the temperature was permitted to increase to room temperature for one hour. The reaction mixture was poured into water and extracted with ethyl ether and the organic phase was separated by settling, dried over magnesium sulfate and evaporated.